Dataset: the Open Reaction Database (ORD), a public repository of structured organic reaction records. Task: describe an organic reaction: reactants, conditions, products, and yield Reactants: Cn1nnnc1SCC1CC(SC(=O)c2ccccc2)CN1C(=O)OCc1ccc([N+](=O)[O-])cc1, C[O-], CC(=O)O, CO, CCOC(C)=O, [Na+]. The product is Cn1nnnc1SCC1CC(S)CN1C(=O)OCc1ccc([N+](=O)[O-])cc1. Reaction SMILES: [C:1](=[O:2])([c:3]1[cH:4][cH:5][cH:6][cH:7][cH:8]1)[S:9][CH:10]1[CH2:11][CH:12]([CH2:28][S:29][c:30]2[n:31][n:32][n:33][n:34]2[CH3:35])[N:13]([C:15](=[O:16])[O:17][CH2:18][c:19]2[cH:20][cH:21][c:22]([N+:25](=[O:26])[O-:27])[cH:23][cH:24]2)[CH2:14]1.[CH3:36][O-:37].[CH3:39][C:40](=[O:41])[OH:42].[CH3:43][OH:44].[CH3:45][CH2:46][O:47][C:48](=[O:49])[CH3:50].[Na+:38]>>[SH:9][CH:10]1[CH2:11][CH:12]([CH2:28][S:29][c:30]2[n:31][n:32][n:33][n:34]2[CH3:35])[N:13]([C:15](=[O:16])[O:17][CH2:18][c:19]2[cH:20][cH:21][c:22]([N+:25](=[O:26])[O-:27])[cH:23][cH:24]2)[CH2:14]1. Reactants: Cl, O=C(O)Cc1ccccc1N1CCCC1, OCC1CC2CNCC2C(O)(c2ccccc2F)C1. Yields the product O=C(Cc1ccccc1N1CCCC1)N1CC2CC(CO)CC(O)(c3ccccc3F)C2C1. As a reaction SMILES: [ClH:1].[N:21]1([c:26]2[c:27]([CH2:32][C:33](=[O:34])[OH:35])[cH:28][cH:29][cH:30][cH:31]2)[CH2:22][CH2:23][CH2:24][CH2:25]1.[OH:2][CH2:3][CH:4]1[CH2:5][C:6]([OH:13])([c:14]2[c:15]([F:20])[cH:16][cH:17][cH:18][cH:19]2)[CH:7]2[CH2:8][NH:9][CH2:10][CH:11]2[CH2:12]1>>[OH:2][CH2:3][CH:4]1[CH2:5][C:6]([OH:13])([c:14]2[c:15]([F:20])[cH:16][cH:17][cH:18][cH:19]2)[CH:7]2[CH2:8][N:9]([C:33]([CH2:32][c:27]3[c:26]([N:21]4[CH2:22][CH2:23][CH2:24][CH2:25]4)[cH:31][cH:30][cH:29][cH:28]3)=[O:34])[CH2:10][CH:11]2[CH2:12]1. Reactants: C1=C(C2=NNCCCCCCCC2)CCCCCCCCC1, C1CCOC1, COC(=O)c1cc(C(F)(F)F)ccc1S, ClCC=C(c1ccccc1)c1ccccc1. Product: COC(=O)c1cc(C(F)(F)F)ccc1SCC=C(c1ccccc1)c1ccccc1. Reaction SMILES: [C:32]1([C:33]2=[CH:43][CH2:42][CH2:41][CH2:40][CH2:39][CH2:38][CH2:37][CH2:36][CH2:35][CH2:34]2)=[N:53][NH:52][CH2:51][CH2:50][CH2:49][CH2:48][CH2:47][CH2:46][CH2:45][CH2:44]1.[O:54]1[CH2:55][CH2:56][CH2:57][CH2:58]1.[SH:1][c:2]1[c:3]([C:4](=[O:5])[O:6][CH3:7])[cH:8][c:9]([C:12]([F:13])([F:14])[F:15])[cH:10][cH:11]1.[c:16]1([C:22](=[CH:23][CH2:24][Cl:25])[c:26]2[cH:27][cH:28][cH:29][cH:30][cH:31]2)[cH:17][cH:18][cH:19][cH:20][cH:21]1>>[S:1]([c:2]1[c:3]([C:4](=[O:5])[O:6][CH3:7])[cH:8][c:9]([C:12]([F:13])([F:14])[F:15])[cH:10][cH:11]1)[CH2:24][CH:23]=[C:22]([c:16]1[cH:17][cH:18][cH:19][cH:20][cH:21]1)[c:26]1[cH:27][cH:28][cH:29][cH:30][cH:31]1. The reactants are [Si](C)(C)(C(C)(C)C)O[C@H]([C@H](C=CC1=CC=CC2=C1N=C(O2)C2=CC=C(C=C2)Cl)O)C ((3S,4S)-4-(tert-butyldimethylsilyloxy)-1-[2-(4-chlorophenyl)-4-benzoxazolyl]-1-penten-3-ol). The reagents and catalysts are [Pd] (Pd—C). The solvent is CCOC(=O)C (EtOAc). Conditions: time 20 minute. Yields the product [Si](C)(C)(C(C)(C)C)O[C@H]([C@H](CCC1=CC=CC2=C1N=C(O2)C2=CC=C(C=C2)Cl)O)C ((3S,4S)-4-(tert-butyldimethylsilyloxy)-1-[2-(4-chlorophenyl)4-benzoxazolyl]pentan-3-ol). Isolated yield 103.4%. As a reaction SMILES: [Si:1]([O:8][C@@H:9]([CH3:30])[C@@H:10]([OH:29])[CH:11]=[CH:12][C:13]1[C:18]2[N:19]=[C:20]([C:22]3[CH:27]=[CH:26][C:25]([Cl:28])=[CH:24][CH:23]=3)[O:21][C:17]=2[CH:16]=[CH:15][CH:14]=1)([C:4]([CH3:7])([CH3:6])[CH3:5])([CH3:3])[CH3:2]>CCOC(C)=O.[Pd]>[Si:1]([O:8][C@@H:9]([CH3:30])[C@@H:10]([OH:29])[CH2:11][CH2:12][C:13]1[C:18]2[N:19]=[C:20]([C:22]3[CH:23]=[CH:24][C:25]([Cl:28])=[CH:26][CH:27]=3)[O:21][C:17]=2[CH:16]=[CH:15][CH:14]=1)([C:4]([CH3:7])([CH3:5])[CH3:6])([CH3:3])[CH3:2]. Procedure details: A mixture of (3S,4S)-4-(tert-butyldimethylsilyloxy)-1-[2-(4-chlorophenyl)-4-benzoxazolyl]-1-penten-3-ol (P0005; 385 mg) and 10% Pd—C (77 mg) in EtOAc (19 ml) was stirred under hydrogen atmosphere at atmospheric pressure for 20 min. Pd—C was removed by filtration and the filtrate was evaporated to give a colorless oil of (3S,4S)-4-(tert-butyldimethylsilyloxy)-1-[2-(4-chlorophenyl)4-benzoxazolyl]pentan-3-ol (P0006; 0.40 g). Starting materials: COc1ccc(P2(=S)SP(=S)(c3ccc(OC)cc3)S2)cc1, NC(=O)c1cc2ccc(Cl)c(NS(=O)(=O)c3cccs3)c2[nH]1, C1CCOC1. The product is NC(=S)c1cc2ccc(Cl)c(NS(=O)(=O)c3cccs3)c2[nH]1. Reaction SMILES: [CH3:23][O:24][c:25]1[cH:26][cH:27][c:28]([P:29]2(=[S:32])[S:30][P:31]([c:33]3[cH:34][cH:35][c:36]([O:37][CH3:38])[cH:39][cH:40]3)(=[S:41])[S:42]2)[cH:43][cH:44]1.[Cl:1][c:2]1[cH:3][cH:4][c:5]2[cH:6][c:7]([C:20](=[O:21])[NH2:22])[nH:8][c:9]2[c:10]1[NH:11][S:12](=[O:13])(=[O:14])[c:15]1[s:16][cH:17][cH:18][cH:19]1.[O:45]1[CH2:46][CH2:47][CH2:48][CH2:49]1>>[Cl:1][c:2]1[cH:3][cH:4][c:5]2[cH:6][c:7]([C:20]([NH2:22])=[S:32])[nH:8][c:9]2[c:10]1[NH:11][S:12](=[O:13])(=[O:14])[c:15]1[s:16][cH:17][cH:18][cH:19]1. Starting materials: CN(CCNC=1C=C(C(=CC1F)[N+](=O)[O-])N)C (N3-(2-dimethylaminoethyl)-4-fluoro-6-nitrobenzene-1,3-diamine), [H][H] (hydrogen). Reagents/catalysts: [Pd] (palladium-on-charcoal). The solvent is CO (methanol). Yields the product CN(CCNC=1C=C(C(=CC1F)N)N)C (N4-(2-dimethylaminoethyl)-5-fluorobenzene-1,2,4-triamine). RXN SMILES: [CH3:1][N:2]([CH3:17])[CH2:3][CH2:4][NH:5][C:6]1[CH:7]=[C:8]([NH2:16])[C:9]([N+:13]([O-])=O)=[CH:10][C:11]=1[F:12].[H][H]>CO.[Pd]>[CH3:1][N:2]([CH3:17])[CH2:3][CH2:4][NH:5][C:6]1[CH:7]=[C:8]([NH2:16])[C:9]([NH2:13])=[CH:10][C:11]=1[F:12]. Reported procedure: 1.29 g of N3-(2-dimethylaminoethyl)-4-fluoro-6-nitrobenzene-1,3-diamine in solution in 30 mL of methanol are hydrogenated under 1 bar of hydrogen pressure in the presence of 130 mg of palladium-on-charcoal at 25° C. for 16 hours. The reaction crude is filtered through celite and the filtrate is concentrated under vacuum in a rotary evaporator. 1 g of N4-(2-dimethylaminoethyl)-5-fluorobenzene-1,2,4-triamine are recovered in the form of a black resin. The product is used as it is for the subsequen... Reactants: C1CCOC1, C1CCNC1, COc1ccc2c(C(=O)c3ccc(OCCCl)cc3)c(C3CCCCC3)sc2c1, [H-], [Na+], O. The product is COc1ccc2c(C(=O)c3ccc(OCCN4CCCC4)cc3)c(C3CCCCC3)sc2c1. RXN SMILES: [CH2:3]1[O:4][CH2:5][CH2:6][CH2:7]1.[CH2:8]1[CH2:9][CH2:10][NH:11][CH2:12]1.[CH3:13][O:14][c:15]1[cH:16][cH:17][c:18]2[c:19]([s:20][c:21]([CH:35]3[CH2:36][CH2:37][CH2:38][CH2:39][CH2:40]3)[c:22]2[C:23](=[O:24])[c:25]2[cH:26][cH:27][c:28]([O:31][CH2:32][CH2:33][Cl:34])[cH:29][cH:30]2)[cH:41]1.[H-:1].[Na+:2].[OH2:42]>>[CH2:8]1[CH2:9][CH2:10][N:11]([CH2:33][CH2:32][O:31][c:28]2[cH:27][cH:26][c:25]([C:23]([c:22]3[c:18]4[cH:17][cH:16][c:15]([O:14][CH3:13])[cH:41][c:19]4[s:20][c:21]3[CH:35]3[CH2:36][CH2:37][CH2:38][CH2:39][CH2:40]3)=[O:24])[cH:30][cH:29]2)[CH2:12]1.